This data is from the Open Reaction Database (ORD), a public repository of structured organic reaction records. The task is: describe an organic reaction: reactants, conditions, products, and yield Starting materials: CCO, O=CN1CCN(c2ccccc2[N+](=O)[O-])CC1. Yields the product Nc1ccccc1N1CCN(C=O)CC1. As a reaction SMILES: [CH3:18][CH2:19][OH:20].[N+:1]([O-:2])(=[O:3])[c:4]1[c:5]([N:10]2[CH2:11][CH2:12][N:13]([CH:16]=[O:17])[CH2:14][CH2:15]2)[cH:6][cH:7][cH:8][cH:9]1>>[NH2:1][c:4]1[c:5]([N:10]2[CH2:11][CH2:12][N:13]([CH:16]=[O:17])[CH2:14][CH2:15]2)[cH:6][cH:7][cH:8][cH:9]1.